From a dataset of the Open Reaction Database (ORD), a public repository of structured organic reaction records. describe an organic reaction: reactants, conditions, products, and yield The reactants are C(#N)C=1C=C(C(N)=NO)C=C(C1)F (3-cyano-5-fluoro-N′-hydroxybenzimidamide), N (NH3), FC=1C=C(C=C(C#N)C1)C#N (5-fluoroisophthalonitrile), C(C1=CN=CC=C1)(=O)Cl (nicotinoyl chloride). Yields the product FC=1C=C(C#N)C=C(C1)C1=NOC(=N1)C=1C=NC=CC1 (3-fluoro-5-(5-(pyridin-3-yl)-1,2,4-oxadiazol-3-yl)benzonitrile). Reaction SMILES: [C:1]([C:3]1[CH:4]=[C:5]([CH:10]=[C:11]([F:13])[CH:12]=1)[C:6](=[N:8][OH:9])[NH2:7])#[N:2].FC1C=[C:17]([C:23]#[N:24])[CH:18]=[C:19]([CH:22]=1)[C:20]#N.C(Cl)(=O)C1C=CC=NC=1.N>>[F:13][C:11]1[CH:12]=[C:3]([CH:4]=[C:5]([C:6]2[N:7]=[C:22]([C:19]3[CH:20]=[N:24][CH:23]=[CH:17][CH:18]=3)[O:9][N:8]=2)[CH:10]=1)[C:1]#[N:2]. Procedure details: The title compound was prepared according to the procedure of Example 4B using 3-cyano-5-fluoro-N′-hydroxybenzimidamide (Prepared from 5-fluoroisophthalonitrile using the procedure described in Example 4A.) and nicotinoyl chloride (Aldrich). 1H NMR (300 MHz, DMSO-d6) δ 7.77 (m, 1 H), 8.2 (m, 2 H), 8.4 (m, 1 H), 8.6 (m, 1 H), 8.9 (m, 1 H), 9.4 (m, 1 H) ppm; MS (DCI/NH3) m/z 267 (M+H)+. The reactants are O=C(OOC(=O)c1ccccc1)c1ccccc1, ClC(Cl)(Cl)Cl, Cc1cccc(-c2ccc(F)cc2)n1, O=C1CCC(=O)N1Cl. Product: Fc1ccc(-c2cccc(CCl)n2)cc1. Reaction SMILES: [C:23]([O:24][O:25][C:26](=[O:27])[c:28]1[cH:29][cH:30][cH:31][cH:32][cH:33]1)(=[O:34])[c:35]1[cH:36][cH:37][cH:38][cH:39][cH:40]1.[C:41]([Cl:42])([Cl:43])([Cl:44])[Cl:45].[CH3:1][c:2]1[n:3][c:4](-[c:8]2[cH:9][cH:10][c:11]([F:14])[cH:12][cH:13]2)[cH:5][cH:6][cH:7]1.[Cl:15][N:16]1[C:17](=[O:18])[CH2:19][CH2:20][C:21]1=[O:22]>>[CH2:1]([c:2]1[n:3][c:4](-[c:8]2[cH:9][cH:10][c:11]([F:14])[cH:12][cH:13]2)[cH:5][cH:6][cH:7]1)[Cl:15]. Starting materials: FC1=C(C=CC(=C1)F)C=1OCC(N1)(C)C (2-(2,4-difluorophenyl)-4,4-dimethyloxazoline), FC1=CC=C(C=C1)S (4-fluorothiophenol), C(CCC)[Li] (n-butyllithium), Cl (HCl). The solvent is O (water), C1CCOC1 (THF), C1CCOC1 (THF), C1CCOC1 (THF). The product is FC1=CC=C(C=C1)SC1=C(C=CC(=C1)F)C=1OCC(N1)(C)C (2-[2-(4-fluorophenylthio)-4-fluorophenyl]-4,4-dimethyloxazoline). Yield: 76.5%. RXN SMILES: [F:1][C:2]1[CH:7]=[CH:6][C:5]([SH:8])=[CH:4][CH:3]=1.C([Li])CCC.F[C:15]1[CH:20]=[C:19]([F:21])[CH:18]=[CH:17][C:16]=1[C:22]1[O:23][CH2:24][C:25]([CH3:28])([CH3:27])[N:26]=1.Cl>C1COCC1.O>[F:1][C:2]1[CH:7]=[CH:6][C:5]([S:8][C:17]2[CH:18]=[C:19]([F:21])[CH:20]=[CH:15][C:16]=2[C:22]2[O:23][CH2:24][C:25]([CH3:28])([CH3:27])[N:26]=2)=[CH:4][CH:3]=1. Procedure details: To 4-fluorothiophenol (9.26 g; 72.2 mmol.) in dry THF under nitrogen and cooled to -78° C. was added n-butyllithium (45.2 ml of 1.6M) dropwise affording a white slurry. To this mixture was added 2-(2,4-difluorophenyl)-4,4-dimethyloxazoline (7.63 g; 36.1 mmol.) in 20 ml of dry THF dropwise. The reaction mixture was allowed to warm to room temperature overnight. An additional 50 ml of THF was added to afford a solution and the reaction stirred over the weekend. The mixture was poured into water, a... Reactants: N#Cc1ccc(OCCBr)cc1, CC#N, CC(C)(C)OC(=O)N1CC2CCC(C1)N2, Cl, [K+], [K+], O=C([O-])[O-], O. Yields the product CC(C)(C)OC(=O)N1CC2CCC(C1)N2CCOc1ccc(C#N)cc1. RXN SMILES: [Br:20][CH2:21][CH2:22][O:23][c:24]1[cH:25][cH:26][c:27]([C:28]#[N:29])[cH:30][cH:31]1.[CH3:17][C:18]#[N:19].[CH:2]12[CH2:3][N:4]([C:10](=[O:11])[O:12][C:13]([CH3:14])([CH3:15])[CH3:16])[CH2:5][CH:6]([CH2:7][CH2:8]1)[NH:9]2.[ClH:1].[K+:32].[K+:33].[O-:34][C:35]([O-:36])=[O:37].[OH2:38]>>[CH:2]12[CH2:3][N:4]([C:10](=[O:11])[O:12][C:13]([CH3:14])([CH3:15])[CH3:16])[CH2:5][CH:6]([CH2:7][CH2:8]1)[N:9]2[CH2:21][CH2:22][O:23][c:24]1[cH:25][cH:26][c:27]([C:28]#[N:29])[cH:30][cH:31]1. Starting materials: C1CCOC1, CCN(C(C)C)C(C)C, Cl, O=C(Cl)c1ccc(F)cc1, Fc1ccc(C#CC2CCCNC2)cc1. Product: O=C(c1ccc(F)cc1)N1CCCC(C#Cc2ccc(F)cc2)C1. RXN SMILES: [CH2:36]1[O:37][CH2:38][CH2:39][CH2:40]1.[CH:17]([N:18]([CH2:19][CH3:20])[CH:21]([CH3:22])[CH3:23])([CH3:24])[CH3:25].[ClH:1].[F:26][c:27]1[cH:28][cH:29][c:30]([C:31](=[O:32])[Cl:33])[cH:34][cH:35]1.[F:2][c:3]1[cH:4][cH:5][c:6]([C:9]#[C:10][CH:11]2[CH2:12][NH:13][CH2:14][CH2:15][CH2:16]2)[cH:7][cH:8]1>>[F:2][c:3]1[cH:4][cH:5][c:6]([C:9]#[C:10][CH:11]2[CH2:12][N:13]([C:31]([c:30]3[cH:29][cH:28][c:27]([F:26])[cH:35][cH:34]3)=[O:32])[CH2:14][CH2:15][CH2:16]2)[cH:7][cH:8]1. The reactants are O=C([O-])[O-], CCOC(C)=O, [I-], [K+], [K+], [K+], O=[N+]([O-])c1cccc(CBr)c1, CCCC1CC(=O)C2=C(C1)NC(C)=C(C#N)C2c1cc(N)c(O)c(Br)c1, CN(C)C=O. The product is CCCC1CC(=O)C2=C(C1)NC(C)=C(C#N)C2c1cc(N)c(OCc2cccc([N+](=O)[O-])c2)c(Br)c1. As a reaction SMILES: [C:38](=[O:39])([O-:40])[O-:41].[CH3:51][CH2:52][O:53][C:54](=[O:55])[CH3:56].[I-:45].[K+:42].[K+:43].[K+:44].[N+:27](=[O:28])([O-:29])[c:30]1[cH:31][c:32]([CH2:33][Br:34])[cH:35][cH:36][cH:37]1.[NH2:1][c:2]1[cH:3][c:4]([CH:10]2[C:11]([C:25]#[N:26])=[C:12]([CH3:24])[NH:13][C:14]3=[C:19]2[C:18](=[O:20])[CH2:17][CH:16]([CH2:21][CH2:22][CH3:23])[CH2:15]3)[cH:5][c:6]([Br:9])[c:7]1[OH:8].[O:46]=[CH:47][N:48]([CH3:49])[CH3:50]>>[NH2:1][c:2]1[cH:3][c:4]([CH:10]2[C:11]([C:25]#[N:26])=[C:12]([CH3:24])[NH:13][C:14]3=[C:19]2[C:18](=[O:20])[CH2:17][CH:16]([CH2:21][CH2:22][CH3:23])[CH2:15]3)[cH:5][c:6]([Br:9])[c:7]1[O:8][CH2:33][c:32]1[cH:31][c:30]([N+:27](=[O:28])[O-:29])[cH:37][cH:36][cH:35]1. Starting materials: C[Al](C)C (trimethylaluminium), C(C)OC(CNC1=CC(=C(C=C1)Br)Cl)=O ((4-bromo-3-chloro-phenylamino)-acetic acid ethyl ester), C(CN)N (ethylenediamine). Solvent: C1(=CC=CC=C1)C (toluene), C1(=CC=CC=C1)C (toluene), C1(=CC=CC=C1)C (toluene), C1(=CC=CC=C1)C (toluene). Run at time 100 minute. Yields the product BrC1=C(C=C(C=C1)NCC=1NCCN1)Cl ((4-Bromo-3-chloro-phenyl)-(4,5-dihydro-1H-imidazol-2-ylmethyl)-amine). As a reaction SMILES: C[Al](C)C.[CH2:5]([NH2:8])[CH2:6][NH2:7].C(O[C:12](=O)[CH2:13][NH:14][C:15]1[CH:20]=[CH:19][C:18]([Br:21])=[C:17]([Cl:22])[CH:16]=1)C>C1(C)C=CC=CC=1>[Br:21][C:18]1[CH:19]=[CH:20][C:15]([NH:14][CH2:13][C:12]2[NH:7][CH2:6][CH2:5][N:8]=2)=[CH:16][C:17]=1[Cl:22]. Procedure: To dry toluene (4 ml) under an inert atmosphere at 0° C. was added a toluene solution of trimethylaluminium (1.90 ml, 3.79 mmol, 2 M solution). A solution of ethylenediamine (0.25 ml, 3.79 mmol) in toluene (1.5 ml) was then added dropwise and the reaction mixture was then allowed to warm to room temperature and stirred for 100 min at this temperature before being re-cooled to 0° C. To this mixture was added dropwise a solution of (4-bromo-3-chloro-phenylamino)-acetic acid ethyl ester (0.56 g, 1.... Reactants: C(C#C)OC1=CC=CC=C1 (phenyl propargyl ether), C(=O)([O-])[O-].[Cs+].[Cs+] (Cs2CO3), S1C(=NC2=C1C=CC=C2)N(C(=O)C=2C=CC=C1CCN(CC21)C2=CC=C(C(=N2)C(=O)OC(C)(C)C)Br)COCC[Si](C)(C)C (tert-butyl 6-(8-(benzo[d]thiazol-2-yl((2-(trimethylsilyl)ethoxy)methyl)carbamoyl)-3,4-dihydroisoquinolin-2(1H)-yl)-3-bromopicolinate), C1(CCCCC1)P(C1=C(C=CC=C1)C1=C(C=C(C=C1C(C)C)C(C)C)C(C)C)C1CCCCC1 (2-dicyclohexylphosphino-2′,4′,6′-tri-iso-propyl-1,1′-biphenyl). The reagents and catalysts are CC#N.CC#N.Cl[Pd]Cl (bis(acetonitrile)dichloropalladium(II)). Run at temperature 105 celsius. The product is S1C(=NC2=C1C=CC=C2)N(C(=O)C=2C=CC=C1CCN(CC21)C2=CC=C(C(=N2)C(=O)OC(C)(C)C)C#CCOC2=CC=CC=C2)COCC[Si](C)(C)C (tert-butyl 6-(8-(benzo[d]thiazol-2-yl((2-(trimethylsilyl)ethoxy)methyl)carbamoyl)-3,4-dihydroisoquinolin-2(1H)-yl)-3-(3-phenoxyprop-1-ynyl)picolinate). Isolated yield 46.3%. Reaction SMILES: C([O-])([O-])=O.[Cs+].[Cs+].[S:7]1[C:11]2[CH:12]=[CH:13][CH:14]=[CH:15][C:10]=2[N:9]=[C:8]1[N:16]([CH2:43][O:44][CH2:45][CH2:46][Si:47]([CH3:50])([CH3:49])[CH3:48])[C:17]([C:19]1[CH:20]=[CH:21][CH:22]=[C:23]2[C:28]=1[CH2:27][N:26]([C:29]1[N:34]=[C:33]([C:35]([O:37][C:38]([CH3:41])([CH3:40])[CH3:39])=[O:36])[C:32](Br)=[CH:31][CH:30]=1)[CH2:25][CH2:24]2)=[O:18].C1(P(C2CCCCC2)C2C=CC=CC=2C2C(C(C)C)=CC(C(C)C)=CC=2C(C)C)CCCCC1.[CH2:85]([O:88][C:89]1[CH:94]=[CH:93][CH:92]=[CH:91][CH:90]=1)[C:86]#[CH:87]>CC#N.CC#N.Cl[Pd]Cl>[S:7]1[C:11]2[CH:12]=[CH:13][CH:14]=[CH:15][C:10]=2[N:9]=[C:8]1[N:16]([CH2:43][O:44][CH2:45][CH2:46][Si:47]([CH3:50])([CH3:49])[CH3:48])[C:17]([C:19]1[CH:20]=[CH:21][CH:22]=[C:23]2[C:28]=1[CH2:27][N:26]([C:29]1[N:34]=[C:33]([C:35]([O:37][C:38]([CH3:41])([CH3:40])[CH3:39])=[O:36])[C:32]([C:87]#[C:86][CH2:85][O:88][C:89]3[CH:94]=[CH:93][CH:92]=[CH:91][CH:90]=3)=[CH:31][CH:30]=1)[CH2:25][CH2:24]2)=[O:18] |f:0.1.2,6.7.8|. Procedure details: To pre-dried Cs2CO3 (378 mg, 1.16 mmol) was added compound 121C (180 mg, 0.26 mmol), 2-dicyclohexylphosphino-2′,4′,6′-tri-iso-propyl-1,1′-biphenyl (18 mg, 0.04 mmol) and bis(acetonitrile)dichloropalladium(II) (3.2 mg, 0.012 mmol). The atmosphere was purged with nitrogen and following the addition of propionitrile (3.0 mL) the mixture was stirred at room temperature for 10 min. before phenyl propargyl ether (205 mg, 1.54 mmol) was added. The mixture was heated at 105° C. for 1 hr, cooled to room ... Reactants: C(N)([O-])=O (carbamate), ClC(=O)OC1=CC=C(C=C1)OC (4-methoxyphenyl chloroformate), CNCCN(C([O-])=O)C(C)(C)C (N-[2-(methylamino)ethyl]tert.-butylcarbamate). Product: Cl.COC1=CC=C(C=C1)OC(N(CCN)C)=O (N-methyl-N-[2-aminoethyl]carbamic acid 4-methoxyphenyl ester hydrochloride). Reaction SMILES: C(=O)([O-])N.[Cl:5][C:6]([O:8][C:9]1[CH:14]=[CH:13][C:12]([O:15][CH3:16])=[CH:11][CH:10]=1)=[O:7].[CH3:17][NH:18][CH2:19][CH2:20][N:21](C(C)(C)C)C(=O)[O-]>>[ClH:5].[CH3:16][O:15][C:12]1[CH:13]=[CH:14][C:9]([O:8][C:6](=[O:7])[N:18]([CH3:17])[CH2:19][CH2:20][NH2:21])=[CH:10][CH:11]=1 |f:3.4|. Procedure details: This carbamate, m.p. 152.5°-154.5°, was prepared from 4-methoxyphenyl chloroformate and N-[2-(methylamino)ethyl]tert.-butylcarbamate by the procedure of Example 1. Reactants: CCC12CCC3=C(CCc4cc(OC)ccc43)C1=CCC2=O, [H][H], C1COCCO1. Product: CCC12CCC3=C(CCc4cc(OC)ccc43)C1CCC2=O. As a reaction SMILES: [CH2:1]([CH3:2])[C:3]12[C:4](=[O:22])[CH2:5][CH:6]=[C:7]1[C:8]1=[C:9]([CH2:10][CH2:11]2)[c:12]2[cH:13][cH:14][c:15]([O:20][CH3:21])[cH:16][c:17]2[CH2:18][CH2:19]1.[H:23][H:24].[O:25]1[CH2:26][CH2:27][O:28][CH2:29][CH2:30]1>>[CH2:1]([CH3:2])[C:3]12[C:4](=[O:22])[CH2:5][CH2:6][CH:7]1[C:8]1=[C:9]([CH2:10][CH2:11]2)[c:12]2[cH:13][cH:14][c:15]([O:20][CH3:21])[cH:16][c:17]2[CH2:18][CH2:19]1.